Dataset: the Open Reaction Database (ORD), a public repository of structured organic reaction records. Task: describe an organic reaction: reactants, conditions, products, and yield The product is N1(CCOCC1)C1=NC(=CC=2N1C=C(N2)C2=CC=CC=C2)NC(=O)C=2N(N=CC2C(=O)N2CCOCC2)C (2-Methyl-4-(morpholine-4-carbonyl)-2H-pyrazole-3-carboxylic acid (5-morpholin-4-yl-2-phenyl-imidazo[1,2-c]pyrimidin-7-yl)-amide). Reactants: N1CCOCC1 (morpholine), CN1N=CC(=C1C(NC1=CC=2N(C(=N1)N1CCOCC1)C=C(N2)C2=CC=CC=C2)=O)C(=O)O (1-methyl-5-(5-morpholin-4-yl-2-phenyl-imidazo[1,2-c]pyrimidin-7-ylcarbamoyl)-1H-pyrazole-4-carboxylic acid). As a reaction SMILES: [NH:1]1[CH2:6][CH2:5][O:4][CH2:3][CH2:2]1.[CH3:7][N:8]1[C:12]([C:13](=[O:36])[NH:14][C:15]2[N:20]=[C:19]([N:21]3[CH2:26][CH2:25][O:24][CH2:23][CH2:22]3)[N:18]3[CH:27]=[C:28]([C:30]4[CH:35]=[CH:34][CH:33]=[CH:32][CH:31]=4)[N:29]=[C:17]3[CH:16]=2)=[C:11]([C:37]([OH:39])=O)[CH:10]=[N:9]1>>[N:21]1([C:19]2[N:18]3[CH:27]=[C:28]([C:30]4[CH:31]=[CH:32][CH:33]=[CH:34][CH:35]=4)[N:29]=[C:17]3[CH:16]=[C:15]([NH:14][C:13]([C:12]3[N:8]([CH3:7])[N:9]=[CH:10][C:11]=3[C:37]([N:1]3[CH2:6][CH2:5][O:4][CH2:3][CH2:2]3)=[O:39])=[O:36])[N:20]=2)[CH2:22][CH2:23][O:24][CH2:25][CH2:26]1. Procedure details: The title compound was prepared in analogy to Example 13, Step 2, using morpholine and 1-methyl-5-(5-morpholin-4-yl-2-phenyl-imidazo[1,2-c]pyrimidin-7-ylcarbamoyl)-1H-pyrazole-4-carboxylic acid. MS (m/e)=517.2 [M+H+]. Reactants: [Cl-].C(C1=CC=CC=C1)[N+]1=CC=C(C=C1)CCC1=CC=CC=C1 (1-Benzyl-4-(2-phenylethyl)pyridinium chloride), [BH4-].[Na+] (NaBH4), C1(=CC=CC=C1)CCC1=CC=NC=C1 (4-(2-Phenylethyl)pyridine), C(C1=CC=CC=C1)Cl (benzyl chloride). Run in CC(=O)C (acetone), CO (MeOH). Run at temperature 0 celsius, time 40 minute. The product is C(C1=CC=CC=C1)N1CCC(=CC1)CCC1=CC=CC=C1 (1-benzyl-4-(2-phenylethyl)-1,2,3,6-tetrahydropyridine). Yield: 88.3%. As a reaction SMILES: C1(CCC2C=CN=CC=2)C=CC=CC=1.C(Cl)C1C=CC=CC=1.[Cl-].[CH2:24]([N+:31]1[CH:36]=[CH:35][C:34]([CH2:37][CH2:38][C:39]2[CH:44]=[CH:43][CH:42]=[CH:41][CH:40]=2)=[CH:33][CH:32]=1)[C:25]1[CH:30]=[CH:29][CH:28]=[CH:27][CH:26]=1.[BH4-].[Na+]>CC(C)=O.CO>[CH2:24]([N:31]1[CH2:32][CH:33]=[C:34]([CH2:37][CH2:38][C:39]2[CH:44]=[CH:43][CH:42]=[CH:41][CH:40]=2)[CH2:35][CH2:36]1)[C:25]1[CH:26]=[CH:27][CH:28]=[CH:29][CH:30]=1 |f:2.3,4.5|. Reported procedure: 4-(2-Phenylethyl)pyridine (8.5 g, 46 mmol) and benzyl chloride (11.64 g, 92 mmol) were refluxed in acetone for 48 h. The precipitated 1-benzyl-4-(2-phenylethyl)pyridinium chloride was filtered, washed with acetone and dried in vacuo at 50° C. to obtain 9.35 g (65%) off the white solid. 1-Benzyl-4-(2-phenylethyl)pyridinium chloride (9.0 g, 29.0 mmol) was suspended in MeOH (100 mL) and cooled to 0° C. in an ice bath. NaBH4 (4.73 g, 207.2 mmol) was added portionwise with vigorous stirring over 40 m... Reactants: COC1=CC=C(C=C1)\C=C(/C)\C1=CC=2C(CCC(C2C=C1)(C)C)(C)C ((E)-1-(4-methoxyphenyl)-2-(5,6,7,8-tetrahydro-5,5,8,8-tetramethylnaphth-2-yl)-propene), Cl (hydrogen chloride), ice water. The solvent is CO (methanol). Run at temperature 60 celsius, time 20 minute. The product is OC1=CC=C(C=C1)\C=C(/C)\C1=CC=2C(CCC(C2C=C1)(C)C)(C)C ((E)-1-(4-hydroxyphenyl)-2-(5,6,7,8-tetrahydro-5,5,8,8-tetramethylnaphth-2-yl)-propene). Yield: 113.5%. As a reaction SMILES: C[O:2][C:3]1[CH:8]=[CH:7][C:6](/[CH:9]=[C:10](/[C:12]2[CH:21]=[CH:20][C:19]3[C:18]([CH3:23])([CH3:22])[CH2:17][CH2:16][C:15]([CH3:25])([CH3:24])[C:14]=3[CH:13]=2)\[CH3:11])=[CH:5][CH:4]=1.Cl>CO>[OH:2][C:3]1[CH:4]=[CH:5][C:6](/[CH:9]=[C:10](/[C:12]2[CH:21]=[CH:20][C:19]3[C:18]([CH3:23])([CH3:22])[CH2:17][CH2:16][C:15]([CH3:25])([CH3:24])[C:14]=3[CH:13]=2)\[CH3:11])=[CH:7][CH:8]=1. Procedure details: 3.8 g (11 mmol) of (E)-1-(4-methoxyphenyl)-2-(5,6,7,8-tetrahydro-5,5,8,8-tetramethylnaphth-2-yl)-propene from Example 1 were suspended in 50 ml of methanol saturated with hydrogen chloride, and the suspension was stirred for 20 minutes at 60° C. Thereafter, the reaction solution was poured into about 150 ml of ice water and extracted with three times 100 ml of methyl tert-butyl ether. The organic phase was washed with twice 100 ml of saturated sodium chloride solution and twice with water, dried... Starting materials: CI, CN(C)C=O, [H-], CN(Cc1ccccc1)C1(C(N)=O)CN(C(=O)OC(C)(C)C)C1, [Na+]. The product is CNC(=O)C1(N(C)Cc2ccccc2)CN(C(=O)OC(C)(C)C)C1. Reaction SMILES: [CH3:26][I:27].[CH3:28][N:29]([CH3:30])[CH:31]=[O:32].[H-:1].[NH2:3][C:4](=[O:5])[C:6]1([N:17]([CH3:18])[CH2:19][c:20]2[cH:21][cH:22][cH:23][cH:24][cH:25]2)[CH2:7][N:8]([C:10](=[O:11])[O:12][C:13]([CH3:14])([CH3:15])[CH3:16])[CH2:9]1.[Na+:2]>>[NH:3]([C:4](=[O:5])[C:6]1([N:17]([CH3:18])[CH2:19][c:20]2[cH:21][cH:22][cH:23][cH:24][cH:25]2)[CH2:7][N:8]([C:10](=[O:11])[O:12][C:13]([CH3:14])([CH3:15])[CH3:16])[CH2:9]1)[CH3:26].